This data is from the Open Reaction Database (ORD), a public repository of structured organic reaction records. The task is: describe an organic reaction: reactants, conditions, products, and yield The reactants are N#Cc1ccc(CCOc2ccc(C=C3SC(=O)NC3=O)cc2)cc1, CCOC(=O)C1=C(C)NC(C)=C(C(=O)OCC)C1, CCOC(C)=O. Yields the product N#Cc1ccc(CCOc2ccc(CC3SC(=O)NC3=O)cc2)cc1. Reaction SMILES: [C:1](#[N:2])[c:3]1[cH:4][cH:5][c:6]([CH2:9][CH2:10][O:11][c:12]2[cH:13][cH:14][c:15]([CH:16]=[C:17]3[C:18](=[O:23])[NH:19][C:20](=[O:22])[S:21]3)[cH:24][cH:25]2)[cH:7][cH:8]1.[CH2:26]([O:27][C:28]([C:29]1=[C:40]([CH3:41])[NH:39][C:37]([CH3:38])=[C:31]([C:32]([O:33][CH2:34][CH3:35])=[O:36])[CH2:30]1)=[O:42])[CH3:43].[CH3:44][CH2:45][O:46][C:47](=[O:48])[CH3:49]>>[C:1](#[N:2])[c:3]1[cH:4][cH:5][c:6]([CH2:9][CH2:10][O:11][c:12]2[cH:13][cH:14][c:15]([CH2:16][CH:17]3[C:18](=[O:23])[NH:19][C:20](=[O:22])[S:21]3)[cH:24][cH:25]2)[cH:7][cH:8]1. Reactants: O=C(NCC(F)(F)F)C1(CCCCBr)c2ccccc2Sc2ccccc21, CCOC(=O)c1ccc(N2CCNCC2)cc1. The product is CCOC(=O)c1ccc(N2CCN(CCCCC3(C(=O)NCC(F)(F)F)c4ccccc4Sc4ccccc43)CC2)cc1. RXN SMILES: [F:18][C:19]([CH2:20][NH:21][C:22](=[O:23])[C:24]1([CH2:38][CH2:39][CH2:40][CH2:41][Br:42])[c:25]2[cH:26][cH:27][cH:28][cH:29][c:30]2[S:31][c:32]2[cH:33][cH:34][cH:35][cH:36][c:37]21)([F:43])[F:44].[N:1]1([c:7]2[cH:8][cH:9][c:10]([C:11](=[O:12])[O:13][CH2:14][CH3:15])[cH:16][cH:17]2)[CH2:2][CH2:3][NH:4][CH2:5][CH2:6]1>>[N:1]1([c:7]2[cH:8][cH:9][c:10]([C:11](=[O:12])[O:13][CH2:14][CH3:15])[cH:16][cH:17]2)[CH2:2][CH2:3][N:4]([CH2:41][CH2:40][CH2:39][CH2:38][C:24]2([C:22]([NH:21][CH2:20][C:19]([F:18])([F:43])[F:44])=[O:23])[c:25]3[cH:26][cH:27][cH:28][cH:29][c:30]3[S:31][c:32]3[cH:33][cH:34][cH:35][cH:36][c:37]32)[CH2:5][CH2:6]1. Reactants: N(=NC(=O)OC(C)C)C(=O)OC(C)C (diisopropyl azodicarboxylate), [N+](=O)([O-])C=1C=C(C(=CC1)OC)O (4-Nitroguaiacol), C(=O)N1CCC(CC1)CO (N-formyl 4-piperidinemethanol), C1(=CC=CC=C1)P(C1=CC=CC=C1)C1=CC=CC=C1 (triphenylphosphine). Solvent: O1CCCC1 (tetrahydrofuran), C(C)(=O)OCC (ethyl acetate), ClCCl (dichloromethane). Conditions: temperature 0 celsius, time 30 minute. The product is C(=O)N1CCC(CC1)COC1=C(C=C(C=C1)[N+](=O)[O-])OC (N-Formyl-4-(2-methoxy-4-nitrophenoxymethyl)piperidine). RXN SMILES: [N+:1]([C:4]1[CH:5]=[C:6]([OH:12])[C:7]([O:10][CH3:11])=[CH:8][CH:9]=1)([O-:3])=[O:2].[CH:13]([N:15]1[CH2:20][CH2:19][CH:18](CO)[CH2:17][CH2:16]1)=[O:14].[C:23]1(P(C2C=CC=CC=2)C2C=CC=CC=2)C=CC=CC=1.N(C(OC(C)C)=O)=NC(OC(C)C)=O>O1CCCC1.ClCCl.C(OCC)(=O)C>[CH:13]([N:15]1[CH2:20][CH2:19][CH:18]([CH2:11][O:10][C:7]2[CH:8]=[CH:9][C:4]([N+:1]([O-:3])=[O:2])=[CH:5][C:6]=2[O:12][CH3:23])[CH2:17][CH2:16]1)=[O:14]. Reported procedure: 4-Nitroguaiacol (2 g, 11.8 mmol), N-formyl 4-piperidinemethanol (1.13 g, 7.89 mmol) and polymer-supported triphenylphosphine (3 mmol/g, 3.94 g, 11.8 mmol) were dissolved in tetrahydrofuran (30 mL). The mixture was cooled to 0° C. and diisopropyl azodicarboxylate (2.33 mL, 11.8 mmol) was added dropwise. The mixture was stirred at 0° C. for 30 min then at 20° C. overnight. The resin was filtered off, washed with dichloromethane then methanol and the filtrate evaporated to give a deep orange oil. T... RXN SMILES: [C:1]([C:5]1[NH:9][N:8]=[C:7]([NH:10][C:11](=[O:14])[CH2:12][CH3:13])[CH:6]=1)([CH3:4])([CH3:3])[CH3:2].[N+:15]([O-])([OH:17])=[O:16]>S(=O)(=O)(O)O>[C:1]([C:5]1[NH:9][N:8]=[C:7]([NH:10][C:11](=[O:14])[CH2:12][CH3:13])[C:6]=1[N+:15]([O-:17])=[O:16])([CH3:4])([CH3:3])[CH3:2]. Yields the product C(C)(C)(C)C1=C(C(=NN1)NC(CC)=O)[N+](=O)[O-] (5-t-butyl-4-nitro-3-propionylaminopyrazole). Starting materials: C(C)(C)(C)C1=CC(=NN1)NC(CC)=O (5-t-butyl-3-propionylaminopyrazole), [N+](=O)(O)[O-] (nitric acid). Run in S(O)(O)(=O)=O (sulfuric acid). Conditions: temperature 0 celsius. Reported procedure: 2 g (0.01 mole) of 5-t-butyl-3-propionylaminopyrazole as prepared in Example 5 was dissolved in 20 ml of concentrated sulfuric acid, and the solution was cooled to 0° C. 0.6 ml of fuming nitric acid was added dropwise thereto, and the mixture was allowed to react for one hour at 0° C. After completion of the reaction, the reaction solution was poured into a large amount of ice, whereby crystals were precipitated. The crystals were collected by filtration and washed with water to obtain 1 g of 5-... Reactants: FC(C(CCCCCCCC)OC(C1=CC=C(C=C1)[N+](=O)[O-])=O)(F)F (p-nitrobenzoic acid 1,1,1-trifluoro-2-decyl ester). Reagents/catalysts: [Pd] (Pd-C). The solvent is C(C)O (ethanol). Conditions: time 8 hour. Yields the product FC(C(CCCCCCCC)OC(C1=CC=C(C=C1)N)=O)(F)F (p-amino-benzoic acid 1,1,1-trifluoro-2-decyl ester). As a reaction SMILES: [F:1][C:2]([F:25])([F:24])[CH:3]([O:12][C:13](=[O:23])[C:14]1[CH:19]=[CH:18][C:17]([N+:20]([O-])=O)=[CH:16][CH:15]=1)[CH2:4][CH2:5][CH2:6][CH2:7][CH2:8][CH2:9][CH2:10][CH3:11]>C(O)C.[Pd]>[F:1][C:2]([F:24])([F:25])[CH:3]([O:12][C:13](=[O:23])[C:14]1[CH:19]=[CH:18][C:17]([NH2:20])=[CH:16][CH:15]=1)[CH2:4][CH2:5][CH2:6][CH2:7][CH2:8][CH2:9][CH2:10][CH3:11]. Reported procedure: The reaction liquid was poured into water, and extracted with methylene chloride. The methylene chloride layer was washed with a diluted hydrochloric acid and water in this order. The organic layer thus recovered was distilled under a reduced pressure to remove the solvent, and subjected to purification by a silica gel chromatography (n-hexane:ethyl acetate=10:2) to obtain 2.1 g of p-nitrobenzoic acid 1,1,1-trifluoro-2-decyl ester. The ester was dissolved in 30 ml of ethanol, to which 0.21 g of ...